Dataset: the Open Reaction Database (ORD), a public repository of structured organic reaction records. Task: describe an organic reaction: reactants, conditions, products, and yield Reactants: C(O)CN (ethanolamine), C1(=CC=CC=C1)C(Cl)(C1=CC=CC=C1)C1=CC=CC=C1 (triphenylchloromethane), ice. The solvent is C(C)(C)O (isopropanol). Conditions: time 3 hour. Yields the product C(C1=CC=CC=C1)(C1=CC=CC=C1)(C1=CC=CC=C1)NCCO (N-trityl-2-aminoethanol). The yield is 85.7%. RXN SMILES: [CH2:1]([CH2:3][NH2:4])[OH:2].[C:5]1([C:11]([C:19]2[CH:24]=[CH:23][CH:22]=[CH:21][CH:20]=2)([C:13]2[CH:18]=[CH:17][CH:16]=[CH:15][CH:14]=2)Cl)[CH:10]=[CH:9][CH:8]=[CH:7][CH:6]=1>C(O)(C)C>[C:11]([NH:4][CH2:3][CH2:1][OH:2])([C:5]1[CH:10]=[CH:9][CH:8]=[CH:7][CH:6]=1)([C:19]1[CH:20]=[CH:21][CH:22]=[CH:23][CH:24]=1)[C:13]1[CH:14]=[CH:15][CH:16]=[CH:17][CH:18]=1. Procedure details: A mixture of isopropanol (750 ml), diethylaminc (75 ml), ethanolamine (98%, 62.3 g, 1 mole) and triphenylchloromethane (97%, 143.7 g, 0.50 moles) was stirred at room temperature for 3 hours. The resulting solution was then poured into ice-cold water (4 l) under continuous stirring and the resulting precipitate was filtered off and dried. The crude product was digested in toluene (340 ml), then filtered off and dried in vacuo at 60° C. Thus 130 g (85%) of the pure desired compound were obtained. Yields the product CCOC(=O)c1ccc(C2CCC3(CC2)OCCO3)cc1. RXN SMILES: [CH3:24][CH2:25][O:26][C:27]([CH3:28])=[O:29].[H:22][H:23].[O:1]1[CH2:2][CH2:3][O:4][C:5]12[CH2:6][CH:7]=[C:8]([c:11]1[cH:12][cH:13][c:14]([C:15](=[O:16])[O:17][CH2:18][CH3:19])[cH:20][cH:21]1)[CH2:9][CH2:10]2.[Pt:30](=[O:31])=[O:32]>>[O:1]1[CH2:2][CH2:3][O:4][C:5]12[CH2:6][CH2:7][CH:8]([c:11]1[cH:12][cH:13][c:14]([C:15](=[O:16])[O:17][CH2:18][CH3:19])[cH:20][cH:21]1)[CH2:9][CH2:10]2. Reactants: CCOC(C)=O, [H][H], CCOC(=O)c1ccc(C2=CCC3(CC2)OCCO3)cc1, O=[Pt]=O.